Dataset: the Open Reaction Database (ORD), a public repository of structured organic reaction records. Task: describe an organic reaction: reactants, conditions, products, and yield Reactants: C[Si](CCOCN1N=C(C2=C1C=1C=CSC1C2)C2=CC=C(C=C2)C2=CC=C(C=C2)C#N)(C)C (4′-[4-(2-Trimethylsilanyl-ethoxymethyl)-4,7-dihydro-1-thia-4,5-diaza-cyclopenta[a]pentalen-6-yl]-biphenyl-4-carbonitrile), Cl (HCl). Run in CO (MeOH). Reaction conditions: temperature 100 celsius. Yields the product S1C=2CC3=C(C2C=C1)NN=C3C3=CC=C(C=C3)C3=CC=C(C=C3)C#N (4′-(4,7-Dihydro-1-thia-4,5-diaza-cyclopenta[a]pentalen-6-yl)-biphenyl-4-carbonitrile). Isolated yield 84.0%. RXN SMILES: C[Si](C)(C)CCOC[N:7]1[C:11]2[C:12]3[CH:13]=[CH:14][S:15][C:16]=3[CH2:17][C:10]=2[C:9]([C:18]2[CH:23]=[CH:22][C:21]([C:24]3[CH:29]=[CH:28][C:27]([C:30]#[N:31])=[CH:26][CH:25]=3)=[CH:20][CH:19]=2)=[N:8]1.Cl>CO>[S:15]1[CH:14]=[CH:13][C:12]2[C:11]3[NH:7][N:8]=[C:9]([C:18]4[CH:19]=[CH:20][C:21]([C:24]5[CH:29]=[CH:28][C:27]([C:30]#[N:31])=[CH:26][CH:25]=5)=[CH:22][CH:23]=4)[C:10]=3[CH2:17][C:16]1=2. Procedure details: 4′-[4-(2-Trimethylsilanyl-ethoxymethyl)-4,7-dihydro-1-thia-4,5-diaza-cyclopenta[a]pentalen-6-yl]-biphenyl-4-carbonitrile (0.23 g, 0.5 mmol) was dissolved in MeOH and treated with concentrated HCl (0.15 mL, 5 mmol). The reaction mixture was heated at 100° C. for 4 hr. The solution was cooled to room temperature and the resultant precipitate was filtered, washed with MeOH and concentrated under reduced pressure to provide the corresponding 4′-(4,7-Dihydro-1-thia-4,5-diaza-cyclopenta[a]pentalen-6-y...